This data is from the Open Reaction Database (ORD), a public repository of structured organic reaction records. The task is: describe an organic reaction: reactants, conditions, products, and yield The reactants are CCc1ccc(C=C(Br)Br)cc1, [Li]CCCC, CCCCCC, C1CCOC1, O. Yields the product C#Cc1ccc(CC)cc1. As a reaction SMILES: [Br:1][C:2](=[CH:3][c:4]1[cH:5][cH:6][c:7]([CH2:10][CH3:11])[cH:8][cH:9]1)[Br:12].[CH2:18]([Li:19])[CH2:20][CH2:21][CH3:22].[CH3:24][CH2:25][CH2:26][CH2:27][CH2:28][CH3:29].[O:13]1[CH2:14][CH2:15][CH2:16][CH2:17]1.[OH2:23]>>[CH:2]#[C:3][c:4]1[cH:5][cH:6][c:7]([CH2:10][CH3:11])[cH:8][cH:9]1. Reactants: C(C)OC(=O)C1C(C1C=C(C1=CC=CC=C1)C(F)(F)F)(C)C (2,2-dimethyl-3-(2-trifluoromethyl-2-phenyl-vinyl)-cyclopropanecarboxylic acid ethyl ester), [OH-].[Na+] (sodium hydroxide). Run in C(C)O (ethanol), O (water). The product is CC1(C(C1C=C(C1=CC=CC=C1)C(F)(F)F)C(=O)O)C (2,2-dimethyl-3-(2-trifluoromethyl-2-phenyl-vinyl)-cyclopropanecarboxylic acid). Isolated yield 36.8%. RXN SMILES: C([O:3][C:4]([CH:6]1[CH:8]([CH:9]=[C:10]([C:17]([F:20])([F:19])[F:18])[C:11]2[CH:16]=[CH:15][CH:14]=[CH:13][CH:12]=2)[C:7]1([CH3:22])[CH3:21])=[O:5])C.[OH-].[Na+]>C(O)C.O>[CH3:21][C:7]1([CH3:22])[CH:8]([CH:9]=[C:10]([C:17]([F:19])([F:20])[F:18])[C:11]2[CH:12]=[CH:13][CH:14]=[CH:15][CH:16]=2)[CH:6]1[C:4]([OH:5])=[O:3] |f:1.2|. Procedure: 21 g (0.067 mol) of 2,2-dimethyl-3-(2-trifluoromethyl-2-phenyl-vinyl)-cyclopropanecarboxylic acid ethyl ester were dissolved in 100 ml of ethanol, a solution of 3.1 g of sodium hydroxide in 75 ml of water was then added and the mixture was heated to the reflux temperature for 4 hours, while stirring. The ethanol was then distilled off under a waterpump vacuum, the residue was taken up in 300 ml of water and the aqueous mixture was extracted once with 300 ml of methylene chloride. The aqueous pha... Starting materials: FC(F)(F)c1c(Cl)cc(Oc2cccc(Oc3cc(Cl)c(C(F)(F)F)c(Cl)c3)c2)cc1Cl, ClCCCl, O=[N+]([O-])O, O=S(=O)(O)O. Product: O=[N+]([O-])c1ccc(Oc2cc(Cl)c(C(F)(F)F)c(Cl)c2)cc1Oc1cc(Cl)c(C(F)(F)F)c(Cl)c1. Reaction SMILES: [Cl:10][c:11]1[c:12]([C:38]([F:39])([F:40])[F:41])[c:13]([Cl:37])[cH:14][c:15]([O:17][c:18]2[cH:19][c:20]([O:24][c:25]3[cH:26][c:27]([Cl:36])[c:28]([C:32]([F:33])([F:34])[F:35])[c:29]([Cl:31])[cH:30]3)[cH:21][cH:22][cH:23]2)[cH:16]1.[Cl:42][CH2:43][CH2:44][Cl:45].[OH:6][N+:7]([O-:8])=[O:9].[S:1](=[O:2])(=[O:3])([OH:4])[OH:5]>>[O-:6][N+:7](=[O:9])[c:21]1[c:20]([O:24][c:25]2[cH:26][c:27]([Cl:36])[c:28]([C:32]([F:33])([F:34])[F:35])[c:29]([Cl:31])[cH:30]2)[cH:19][c:18]([O:17][c:15]2[cH:14][c:13]([Cl:37])[c:12]([C:38]([F:39])([F:40])[F:41])[c:11]([Cl:10])[cH:16]2)[cH:23][cH:22]1.